From a dataset of the Open Reaction Database (ORD), a public repository of structured organic reaction records. describe an organic reaction: reactants, conditions, products, and yield The reactants are C(C1=CC=CC=C1)(=O)N1C(N(C=C(C1=O)I)CCC=O)=O (3-(3-benzoyl-5-iodo-2,4-dioxo-3,4-dihydro-2H-pyrimidin-1-yl)-propionaldehyde), FC(C1=CC=C(C=C1)[C@]12CNC[C@@H]2C1)(F)F ((1S,5R)-1-(4-trifluoromethyl-phenyl)-3-aza-bicyclo[3.1.0]hexane), CC(=O)O (AcOH), [BH-](OC(=O)C)(OC(=O)C)OC(=O)C.[Na+] (NaBH(AcO)3). Run in O (Water), ClCCl (dichloromethane). Conditions: temperature 0 celsius, time 1 hour. The product is C(C1=CC=CC=C1)(=O)N1C(N(C=C(C1=O)I)CCCN1C[C@]2(C[C@H]2C1)C1=CC=C(C=C1)C(F)(F)F)=O (3-Benzoyl-5-iodo-1-{3-[(1S,5R)-1-(4-trifluoromethyl-phenyl)-3-aza-bicyclo[3.1.0]hex-3-yl]-propyl}-1H-pyrimidine-2,4-dione). The yield is 84.9%. RXN SMILES: [C:1]([N:9]1[C:14](=[O:15])[C:13]([I:16])=[CH:12][N:11]([CH2:17][CH2:18][CH:19]=O)[C:10]1=[O:21])(=[O:8])[C:2]1[CH:7]=[CH:6][CH:5]=[CH:4][CH:3]=1.[F:22][C:23]([F:37])([F:36])[C:24]1[CH:29]=[CH:28][C:27]([C@:30]23[CH2:35][C@H:34]2[CH2:33][NH:32][CH2:31]3)=[CH:26][CH:25]=1.CC(O)=O.[BH-](OC(C)=O)(OC(C)=O)OC(C)=O.[Na+]>ClCCl.O>[C:1]([N:9]1[C:14](=[O:15])[C:13]([I:16])=[CH:12][N:11]([CH2:17][CH2:18][CH2:19][N:32]2[CH2:33][C@H:34]3[C@:30]([C:27]4[CH:26]=[CH:25][C:24]([C:23]([F:22])([F:37])[F:36])=[CH:29][CH:28]=4)([CH2:35]3)[CH2:31]2)[C:10]1=[O:21])(=[O:8])[C:2]1[CH:7]=[CH:6][CH:5]=[CH:4][CH:3]=1 |f:3.4|. Procedure: To a solution of 3-(3-benzoyl-5-iodo-2,4-dioxo-3,4-dihydro-2H-pyrimidin-1-yl)-propionaldehyde (Prep 38, 700 mg, 1.7 mmol) in dichloromethane (20 mL), (1S,5R)-1-(4-trifluoromethyl-phenyl)-3-aza-bicyclo[3.1.0]hexane (Prep 4, 399 mg, 1.7 mmol), AcOH (158 mg, 2.5 mmol) and NaBH(AcO)3 (410 mg, 1.9 mmol) were added at 0° C. The mixture was stirred at 0° C. for further 1 hours. Water was added and the solvent was evaporated under vacuum, the residue re-dissolved in ethyl acetate and the mixture washed ... Reactants: CC(C)([O-])C.[K+] (potassium tert-butoxide), C(C)OC(CCN1CC(CCC1)C(=O)OCC)=O (ethyl 1-(3-ethoxy-3-oxopropyl)piperidine-3-carboxylate). Run in C1(=CC=CC=C1)C (toluene), C1(=CC=CC=C1)C (toluene). Yields the product N12CCC(C(CCC1)C2)=O (1-azabicyclo[3.3.1]nonan-4-one). As a reaction SMILES: CC(C)([O-])C.[K+].C(OC(=O)[CH2:11][CH2:12][N:13]1[CH2:18][CH2:17][CH2:16][CH:15]([C:19]([O:21]CC)=O)[CH2:14]1)C>C1(C)C=CC=CC=1>[N:13]12[CH2:14][CH:15]([CH2:16][CH2:17][CH2:18]1)[C:19](=[O:21])[CH2:11][CH2:12]2 |f:0.1|. Procedure: A suspension of potassium tert-butoxide (12.03 g, 107 mmol; Aldrich) in toluene (200 mL) was heated to reflux for 15 minutes, then a solution of ethyl 1-(3-ethoxy-3-oxopropyl)piperidine-3-carboxylate (10.70 g, 41.6 mmol; Example 35A) in toluene (50 mL) was added dropwise over 2 hour to the refluxing reaction mixture. After the addition was complete, the reaction was heated to reflux for an additional 2 hours, cooled to ambient temperature, and extracted with water (3×50 mL). The combined aqueous...